This data is from the Open Reaction Database (ORD), a public repository of structured organic reaction records. The task is: describe an organic reaction: reactants, conditions, products, and yield RXN SMILES: [BH4-:18].[CH3:1][S:2](=[O:3])(=[O:4])[c:5]1[cH:6][cH:7][c:8](-[n:11]2[n:12][cH:13][cH:14][c:15]2[CH:16]=[O:17])[cH:9][cH:10]1.[CH3:20][OH:21].[Na+:19]>>[CH3:1][S:2](=[O:3])(=[O:4])[c:5]1[cH:6][cH:7][c:8](-[n:11]2[n:12][cH:13][cH:14][c:15]2[CH2:16][OH:17])[cH:9][cH:10]1. Yields the product CS(=O)(=O)c1ccc(-n2nccc2CO)cc1. Starting materials: [BH4-], CS(=O)(=O)c1ccc(-n2nccc2C=O)cc1, CO, [Na+]. Reactants: C(C)OC(=O)CN1N=C(C=C(C1=O)C(NC)=O)C1=CC=C(C=C1)OC (2-ethoxycarbonylmethyl-6-(4-methoxyphenyl)-4-methylcarbamoyl-2H-pyridazin-3-one), NCCO (2-aminoethanol). The solvent is CO (methanol). Product: OCCNC(=O)CN1N=C(C=C(C1=O)C(NC)=O)C1=CC=C(C=C1)OC (2-(2-Hydroxyethyl)carbamoylmethyl-6-(4-methoxyphenyl)-4-methylcarbamoyl-2H-pyridazin-3-one). The yield is 91.0%. Reaction SMILES: C(O[C:4]([CH2:6][N:7]1[C:12](=[O:13])[C:11]([C:14](=[O:17])[NH:15][CH3:16])=[CH:10][C:9]([C:18]2[CH:23]=[CH:22][C:21]([O:24][CH3:25])=[CH:20][CH:19]=2)=[N:8]1)=[O:5])C.[NH2:26][CH2:27][CH2:28][OH:29]>CO>[OH:29][CH2:28][CH2:27][NH:26][C:4]([CH2:6][N:7]1[C:12](=[O:13])[C:11]([C:14](=[O:17])[NH:15][CH3:16])=[CH:10][C:9]([C:18]2[CH:19]=[CH:20][C:21]([O:24][CH3:25])=[CH:22][CH:23]=2)=[N:8]1)=[O:5]. Reported procedure: In methanol, 2-ethoxycarbonylmethyl-6-(4-methoxyphenyl)-4-methylcarbamoyl-2H-pyridazin-3-one and 2-aminoethanol were heated under reflux for 4 hours. Post-treatments were conducted as in Example 43, whereby the title compound was obtained in a yield of 91.0%. Starting materials: COc1ccc(OC)c(OC)c1, O=S(=O)(O)Cl, ClC(Cl)Cl, O, O=P(Cl)(Cl)Cl. Yields the product COc1ccc(OC)c(OC)c1, O=S(=O)(Cl)Cl. Reaction SMILES: [CH3:1][O:2][c:3]1[cH:4][c:5]([O:11][CH3:12])[c:6]([O:9][CH3:10])[cH:7][cH:8]1.[Cl:13][S:14](=[O:15])(=[O:16])[OH:17].[Cl:24][CH:25]([Cl:26])[Cl:27].[OH2:18].[P:19]([Cl:20])([Cl:21])([Cl:22])=[O:23]>>[CH3:1][O:2][c:3]1[cH:4][c:5]([O:11][CH3:12])[c:6]([O:9][CH3:10])[cH:7][cH:8]1.[Cl:13][S:14](=[O:15])(=[O:17])[Cl:21]. The reactants are BrCC(=O)C1=CC=C(C=C1)Br (2-bromo-1-(4-bromophenyl)ethanone), N1CCCC1 (pyrrolidine). Run in C(C)OCC (diethyl ether), C(C)OCC (diethyl ether). Run at temperature 0 celsius. The product is BrC1=CC=C(C=C1)C(CN1CCCC1)=O (1-(4-bromophenyl)-2-(1-pyrrolidinyl)ethanone). The yield is 95.3%. As a reaction SMILES: Br[CH2:2][C:3]([C:5]1[CH:10]=[CH:9][C:8]([Br:11])=[CH:7][CH:6]=1)=[O:4].[NH:12]1[CH2:16][CH2:15][CH2:14][CH2:13]1>C(OCC)C>[Br:11][C:8]1[CH:9]=[CH:10][C:5]([C:3](=[O:4])[CH2:2][N:12]2[CH2:16][CH2:15][CH2:14][CH2:13]2)=[CH:6][CH:7]=1. Procedure details: 2-bromo-1-(4-bromophenyl)ethanone (5.0 g, 18 mmol) was dissolved in 10 mL diethyl ether and added dropwise over 15 min to a solution of pyrrolidine (3.0 mL, 36 mmol) in 20 mL diethyl ether cooled to 0° C. in an ice bath. The resulting solution was allowed to warm to room temperature and maintained for 1 h. The solvent was removed under reduced pressure. The residue was dissolved in 100 mL of EtOAc and washed with sodium bicarbonate (100 mL) and then brine (100 mL). The organic layer was dried ov... Reactants: C(C)(C)NC(CC=1C(NCCC2C1C1=CC=C(C=C1CC2)OC)=O)C (1-(2-isopropylaminopropyl)-3,4,5,5a,6,7-hexahydro-9-methoxy-2H-naphth[1,2-d]azepin-2-one), O (water), CN(CCN(C)C)C (tetramethyl-ethylenediamine), C(CCC)[Li] (n-butyl lithium). The solvent is O1CCCC1 (tetrahydrofuran), CCCCCC (hexane). Product: CC=1C(NCCC2C1C1=CC=C(C=C1CC2)OC)=O (1-methyl-9-methoxy-3,4,5,5a,6,7-hexahydro-2H-naphth[1,2-d]azepin-2-one). Reaction SMILES: CN(C)CCN(C)C.C([Li])CCC.C(NC(C)[CH2:19][C:20]1[C:21](=[O:37])[NH:22][CH2:23][CH2:24][CH:25]2[CH2:34][CH2:33][C:32]3[C:27](=[CH:28][CH:29]=[C:30]([O:35][CH3:36])[CH:31]=3)[C:26]=12)(C)C.O>CCCCCC.O1CCCC1>[CH3:19][C:20]1[C:21](=[O:37])[NH:22][CH2:23][CH2:24][CH:25]2[CH2:34][CH2:33][C:32]3[C:27](=[CH:28][CH:29]=[C:30]([O:35][CH3:36])[CH:31]=3)[C:26]=12. Procedure details: The starting material is prepared as follows: 19.2 ml of tetramethyl-ethylenediamine are added under nitrogen to 53.3 ml of 2.4 M n-butyl lithium in hexane at room temperature and the mixture is allowed to react for 15 minutes. Thereupon the solution of 10.9 g of 1-(2-isopropylaminopropyl)-3,4,5,5a,6,7-hexahydro-9-methoxy-2H-naphth[1,2-d]azepin-2-one in 160 ml of anhydrous tetrahydrofuran is added dropwise. The mixture is refluxed for 30 minutes and subsequently cooled in an ice bath. 120 ml of ... Starting materials: [O-2].[Zn+2] (zinc oxide), aqueous solution, CS(=O)(=O)O (methanesulfonic acid), NCCNCCNCCNCCN (tetraethylenepentamine), 375.5, C1=CC=C(C=C1)C(C2=CC=CC=C2)C(=O)C3C(=O)C4=CC=CC=C4C3=O (Promar). Solvent: O (water). The product is CS(=O)(=O)[O-].[Zn+2].CS(=O)(=O)[O-] (zinc methanesulfonate). As a reaction SMILES: [O-2].[Zn+2:2].[CH3:3][S:4]([OH:7])(=[O:6])=[O:5].NCCNCCNCCNCCN.C1C=CC(C(C(C2C(=O)C3C(=CC=CC=3)C2=O)=O)C2C=CC=CC=2)=CC=1>O>[CH3:3][S:4]([O-:7])(=[O:6])=[O:5].[Zn+2:2].[CH3:3][S:4]([O-:7])(=[O:6])=[O:5] |f:0.1,6.7.8|. Procedure details: A solution of zinc methanesulfonate was prepared from 7 parts zinc oxide, 22.6 parts of a 70% aqueous solution of methanesulfonic acid and 41.4 parts water. To this solution was added 15.5 parts tetraethylenepentamine over a one hour period. A solution of 375.5 parts Example 1 product in 176.7 parts Promar oil was added, and the materials were reacted at 150° C. for two hours under a vacuum of 2 mm of mercury. The product, after dilution with 160.7 parts Promar oil, and filtration, contained 0.4... Starting materials: O=C([O-])[O-], O=C([O-])O, ClCCCN1CCCCC1, [Cs+], [Cs+], [I-], [Na+], [Na+], CN(C)C=O, O=c1cc(-c2ccn3c(-c4ccccc4)cnc3c2)cc[nH]1. Yields the product O=c1cc(-c2ccn3c(-c4ccccc4)cnc3c2)ccn1CCCN1CCCCC1. Reaction SMILES: [C:25](=[O:26])([O-:27])[O-:28].[C:41](=[O:42])([OH:43])[O-:44].[Cl:31][CH2:32][CH2:33][CH2:34][N:35]1[CH2:36][CH2:37][CH2:38][CH2:39][CH2:40]1.[Cs+:29].[Cs+:30].[I-:24].[Na+:23].[Na+:45].[O:46]=[CH:47][N:48]([CH3:49])[CH3:50].[c:1]1(-[c:7]2[cH:8][n:9][c:10]3[n:11]2[cH:12][cH:13][c:14](-[c:16]2[cH:17][c:18](=[O:22])[nH:19][cH:20][cH:21]2)[cH:15]3)[cH:2][cH:3][cH:4][cH:5][cH:6]1>>[c:1]1(-[c:7]2[cH:8][n:9][c:10]3[n:11]2[cH:12][cH:13][c:14](-[c:16]2[cH:17][c:18](=[O:22])[n:19]([CH2:32][CH2:33][CH2:34][N:35]4[CH2:36][CH2:37][CH2:38][CH2:39][CH2:40]4)[cH:20][cH:21]2)[cH:15]3)[cH:2][cH:3][cH:4][cH:5][cH:6]1. Reaction SMILES: [CH3:25][C:26](=[O:27])[OH:28].[CH3:6][O:7][c:8]1[cH:9][c:10]2[cH:11][cH:12][cH:13][c:14]([C:18]#[N:19])[c:15]2[cH:16][cH:17]1.[I+2:21]([OH:22])([O-:23])[O-:24].[I:20].[S:1](=[O:2])(=[O:3])([OH:4])[OH:5]>>[CH3:6][O:7][c:8]1[c:9]([I:21])[c:10]2[cH:11][cH:12][cH:13][c:14]([C:18]#[N:19])[c:15]2[cH:16][cH:17]1. Reactants: CC(=O)O, COc1ccc2c(C#N)cccc2c1, [O-][I+2]([O-])O, I, O=S(=O)(O)O. The product is COc1ccc2c(C#N)cccc2c1I. Isolated yield 59.6%. As a reaction SMILES: [CH3:1][C:2]1[O:3][CH:4]=[C:5]([C:10]([F:13])([F:12])[F:11])[C:6]=1C(O)=O>S([O-])([O-])(=O)=O.[Cu+2].N1C2C(=CC=CC=2)C=CC=1>[CH3:1][C:2]1[O:3][CH:4]=[C:5]([C:10]([F:13])([F:12])[F:11])[CH:6]=1 |f:1.2|. Yields the product CC=1OC=C(C1)C(F)(F)F (2-methyl-4-trifluoromethylfuran). The solvent is N1=CC=CC2=CC=CC=C12 (quinoline). The reagents and catalysts are S(=O)(=O)([O-])[O-].[Cu+2] (copper (II) sulfate). Reported procedure: 13.45 g of the product obtained in Stage C were heated at 240° C. for 30 minutes in the presence of 0.6 g of copper (II) sulfate and 10 ml of quinoline. The reaction mixture was dried and distilled under atmospheric pressure to obtain 6.2 g of the expected product with a boiling point of 72°-74° C. Starting materials: CC=1OC=C(C1C(=O)O)C(F)(F)F (2-methyl-4-trifluoromethyl-3-furancarboxylic acid).